This data is from the Open Reaction Database (ORD), a public repository of structured organic reaction records. The task is: describe an organic reaction: reactants, conditions, products, and yield Starting materials: COC1=CC=C(C(CBr)=O)C=C1 (4-methoxyphenacyl bromide), C(C1=CC=CC=C1)=NN1C(=NC=C1)CC (1-benzylideneamino-2-ethylimidazole). Run in C(CCl)Cl (ethylene chloride). Conditions: time 3 hour. Product: [Br-].C(C1=CC=CC=C1)=N[N+]1=C(N(C=C1)CC(=O)C1=CC=C(C=C1)OC)CC (1-(benzylideneamino)-2-ethyl-3-(p-methoxyphenacyl)imidazolium bromide). RXN SMILES: [CH3:1][O:2][C:3]1[CH:12]=[CH:11][C:6]([C:7](=[O:10])[CH2:8][Br:9])=[CH:5][CH:4]=1.[CH:13](=[N:20][N:21]1[CH:25]=[CH:24][N:23]=[C:22]1[CH2:26][CH3:27])[C:14]1[CH:19]=[CH:18][CH:17]=[CH:16][CH:15]=1>C(Cl)CCl>[Br-:9].[CH:13](=[N:20][N+:21]1[CH:25]=[CH:24][N:23]([CH2:8][C:7]([C:6]2[CH:11]=[CH:12][C:3]([O:2][CH3:1])=[CH:4][CH:5]=2)=[O:10])[C:22]=1[CH2:26][CH3:27])[C:14]1[CH:15]=[CH:16][CH:17]=[CH:18][CH:19]=1 |f:3.4|. Procedure details: 2.23 g (10 mmol) of 4-methoxyphenacyl bromide are added to a solution of 1.99 g (10 mmol) of 1-benzylideneamino-2-ethylimidazole in 80 ml of ethylene chloride. The mixture is stirred at 60° for 3 hours, the crystallized-out product is filtered off and washed with ether. There is obtained 1-(benzylideneamino)-2-ethyl-3-(p-methoxyphenacyl)imidazolium bromide of melting point 221°-222°.